From a dataset of the Open Reaction Database (ORD), a public repository of structured organic reaction records. describe an organic reaction: reactants, conditions, products, and yield The reactants are O=C([O-])[O-], C[Si](C)(C)[N-][Si](C)(C)C, COC(=O)c1cncc(O)c1, CN(C)C=O, O=[N+]([O-])c1ccc(F)cc1, [K+], [K+], [K+]. The product is COC(=O)c1cncc(Oc2ccc([N+](=O)[O-])cc2)c1. As a reaction SMILES: [C:32](=[O:33])([O-:34])[O-:35].[CH3:12][Si:13]([N-:14][Si:15]([CH3:16])([CH3:17])[CH3:18])([CH3:19])[CH3:20].[CH3:1][O:2][C:3](=[O:4])[c:5]1[cH:6][n:7][cH:8][c:9]([OH:11])[cH:10]1.[CH3:38][N:39]([CH3:40])[CH:41]=[O:42].[F:22][c:23]1[cH:24][cH:25][c:26]([N+:29](=[O:30])[O-:31])[cH:27][cH:28]1.[K+:21].[K+:36].[K+:37]>>[CH3:1][O:2][C:3](=[O:4])[c:5]1[cH:6][n:7][cH:8][c:9]([O:11][c:23]2[cH:24][cH:25][c:26]([N+:29](=[O:30])[O-:31])[cH:27][cH:28]2)[cH:10]1.